This data is from the Open Reaction Database (ORD), a public repository of structured organic reaction records. The task is: describe an organic reaction: reactants, conditions, products, and yield Reactants: S(=O)(=O)([O-])[O-].[Na+].[Na+] (sodium sulfate), C(C)(=O)OCC (Ethyl acetate), COC(=O)C1=CC2=C(N=C(N2)C2=C(C=CC=C2C)C)C=C1 (2-(2,6-dimethylphenyl)-3H-benzoimidazole-5-carboxylic acid methyl ester), solution, [H-].[H-].[H-].[H-].[Li+].[Al+3] (LiAlH4). Run in C1CCOC1 (THF), CCOCC (ether). Reaction conditions: time 18 hour. Product: CC1=C(C(=CC=C1)C)C=1NC2=C(N1)C=CC(=C2)CO ([2-(2,6-dimethylphenyl)-3H-benzoimidazol-5-yl]-methanol). As a reaction SMILES: C[O:2][C:3]([C:5]1[CH:21]=[CH:20][C:8]2[N:9]=[C:10]([C:12]3[C:17]([CH3:18])=[CH:16][CH:15]=[CH:14][C:13]=3[CH3:19])[NH:11][C:7]=2[CH:6]=1)=O.[H-].[H-].[H-].[H-].[Li+].[Al+3].S([O-])([O-])(=O)=O.[Na+].[Na+].C(OCC)(=O)C>C1COCC1.CCOCC>[CH3:19][C:13]1[CH:14]=[CH:15][CH:16]=[C:17]([CH3:18])[C:12]=1[C:10]1[NH:11][C:7]2[CH:6]=[C:5]([CH2:3][OH:2])[CH:21]=[CH:20][C:8]=2[N:9]=1 |f:1.2.3.4.5.6,7.8.9|. Procedure details: To a solution of 2-(2,6-dimethylphenyl)-3H-benzoimidazole-5-carboxylic acid methyl ester (930 mg) (Example 1-255, step 1) in THF (10 mL) was added 16.6 mL of a 1M solution of LiAlH4 in ether dropwise. The mixture was stirred at ambient temperature for 18 h then approximately 4 mL of saturated sodium sulfate solution was added dropwide. Ethyl acetate was added to the mixture and the solvent decanted from any insoluble material. The organic solution was dried over sodium sulfate and the solvent wa... Reactants: O1C(CCCC1)OCCCC1(C(CCC1)=O)C(=O)OCC (2-[3-(tetrahydropyranyloxy)propyl]-2-ethoxycarbonylcyclopentanone), N (ammonia). Run in C(C)O (ethanol). The product is C(C)OC(=O)C(CCCC(=O)N)CCCOC1OCCCC1 (5-ethoxycarbonyl-5-[3-(tetrahydropyranyloxy)propyl]-valeramide). As a reaction SMILES: [O:1]1[CH2:6][CH2:5][CH2:4][CH2:3][CH:2]1[O:7][CH2:8][CH2:9][CH2:10][C:11]1([C:17]([O:19][CH2:20][CH3:21])=[O:18])[CH2:15][CH2:14][CH2:13][C:12]1=[O:16].[NH3:22]>C(O)C>[CH2:20]([O:19][C:17]([CH:11]([CH2:10][CH2:9][CH2:8][O:7][CH:2]1[CH2:3][CH2:4][CH2:5][CH2:6][O:1]1)[CH2:15][CH2:14][CH2:13][C:12]([NH2:22])=[O:16])=[O:18])[CH3:21]. Reported procedure: A mixture of 0.5 g (1.67 mmol) 2-[3-(tetrahydropyranyloxy)propyl]-2-ethoxycarbonylcyclopentanone and 5 ml ethanol is saturated with ammonia gas at 5° in a thick-wall tube. The tube is sealed and heated to 80° for 17 h. The reaction mixture is cooled and then subjected to evaporation. The resulting oil is chromatographed using 4:1 ethylacetate/hexane +1% aqueous ammonia to yield 5-ethoxycarbonyl-5-[3-(tetrahydropyranyloxy)propyl]-valeramide; IR (neat): 3413, 3349, 1727, 1668 cm-1. Starting materials: CCN(C(C)C)C(C)C, CS(C)=O, O=C(Cl)C(=O)Cl, ClCCl, CC(O)CNc1cc(-c2ccccc2Cl)c(N(C)C(=O)C(C)(C)c2cc(C(F)(F)F)cc(C(F)(F)F)c2)cn1. Product: CC(=O)CNc1cc(-c2ccccc2Cl)c(N(C)C(=O)C(C)(C)c2cc(C(F)(F)F)cc(C(F)(F)F)c2)cn1. RXN SMILES: [CH2:50]([N:51]([CH:52]([CH3:53])[CH3:54])[CH:55]([CH3:56])[CH3:57])[CH3:58].[CH3:7][S:8](=[O:9])[CH3:10].[Cl:1][C:2]([C:3]([Cl:4])=[O:5])=[O:6].[Cl:59][CH2:60][Cl:61].[F:11][C:12]([c:13]1[cH:14][c:15]([C:23]([C:24](=[O:25])[N:26]([CH3:27])[c:28]2[cH:29][n:30][c:31]([NH:41][CH2:42][CH:43]([CH3:44])[OH:45])[cH:32][c:33]2-[c:34]2[c:35]([Cl:40])[cH:36][cH:37][cH:38][cH:39]2)([CH3:46])[CH3:47])[cH:16][c:17]([C:19]([F:20])([F:21])[F:22])[cH:18]1)([F:48])[F:49]>>[F:11][C:12]([c:13]1[cH:14][c:15]([C:23]([C:24](=[O:25])[N:26]([CH3:27])[c:28]2[cH:29][n:30][c:31]([NH:41][CH2:42][C:43]([CH3:44])=[O:45])[cH:32][c:33]2-[c:34]2[c:35]([Cl:40])[cH:36][cH:37][cH:38][cH:39]2)([CH3:46])[CH3:47])[cH:16][c:17]([C:19]([F:20])([F:21])[F:22])[cH:18]1)([F:48])[F:49]. Reactants: ClC1=C(OC2=CC=C(C=C2)O)C=CC(=C1)C(F)(F)F (4-(2-chloro-4-trifluoromethylphenoxy)phenol), BrC(C(=CC(=O)OC)OC)C (methyl 4-bromo-3-methoxy-2-pentenoate), C([O-])([O-])=O.[K+].[K+] (potassium carbonate). Solvent: CC(=O)C (acetone). Product: methyl ester, ClC1=C(OC2=CC=C(OC(C(=CC(=O)O)OC)C)C=C2)C=CC(=C1)C(F)(F)F (4-[4-(2-chloro-4-trifluoromethylphenoxy)phenoxy]-3-methoxy-2-pentenoic acid). RXN SMILES: [Cl:1][C:2]1[CH:15]=[C:14]([C:16]([F:19])([F:18])[F:17])[CH:13]=[CH:12][C:3]=1[O:4][C:5]1[CH:10]=[CH:9][C:8]([OH:11])=[CH:7][CH:6]=1.Br[CH:21]([CH3:30])[C:22]([O:28][CH3:29])=[CH:23][C:24]([O:26]C)=[O:25].C(=O)([O-])[O-].[K+].[K+]>CC(C)=O>[Cl:1][C:2]1[CH:15]=[C:14]([C:16]([F:18])([F:17])[F:19])[CH:13]=[CH:12][C:3]=1[O:4][C:5]1[CH:6]=[CH:7][C:8]([O:11][CH:21]([CH3:30])[C:22]([O:28][CH3:29])=[CH:23][C:24]([OH:26])=[O:25])=[CH:9][CH:10]=1 |f:2.3.4|. Procedure details: A mixture of 4-(2-chloro-4-trifluoromethylphenoxy)phenol (6.9 mmol.), methyl 4-bromo-3-methoxy-2-pentenoate (8.9 mmol.) and potassium carbonate (1.5 equis.) in acetone (15 ml.) is refluxed for 48 hours. After filtration, the filtrate was concentrated and the residue chromatographed on silia gel using 20% ethylacetate/hexane to give the methyl ester of 4-[4-(2-chloro-4-trifluoromethylphenoxy)phenoxy]-3-methoxy-2-pentenoic acid. The reactants are COC1=CC2=C(C(C3=NC=CC=C31)(O)C3CCN(CC3)C)C=CC(=C2)Cl (5-methoxy-8-chloro-11-(1-methyl-4-piperidinyl)-11H-benzo[5,6]cyclohepta[1,2-b]pyridin-11-ol), [OH-].[Na+] (NaOH), OS(=O)(=O)O (H2SO4). Run in CO (CH3OH). Product: ClC=1C=CC2=C(CC3(C=4C(=NC=CC4)C2(O3)C3CCN(CC3)C)O)C1 (8-Chloro-6,11-dihydro-11-(1-methyl-4-piperidinyl)-5,11-epoxy-5H-benzo[5,6]-cyclohepta[1,2-b]pyridin-5-ol), Cl (HCl). RXN SMILES: C[O:2][C:3]1[C:13]2[C:8](=[N:9][CH:10]=[CH:11][CH:12]=2)[C:7]([CH:15]2[CH2:20][CH2:19][N:18]([CH3:21])[CH2:17][CH2:16]2)([OH:14])[C:6]2[CH:22]=[CH:23][C:24]([Cl:26])=[CH:25][C:5]=2[CH:4]=1.OS(O)(=O)=O.[OH-].[Na+]>CO>[Cl:26][C:24]1[CH:23]=[CH:22][C:6]2[C:7]3([CH:15]4[CH2:16][CH2:17][N:18]([CH3:21])[CH2:19][CH2:20]4)[O:14][C:3]([OH:2])([C:13]4[C:8]3=[N:9][CH:10]=[CH:11][CH:12]=4)[CH2:4][C:5]=2[CH:25]=1.[ClH:26] |f:2.3|. Reported procedure: Dissolve 5-methoxy-8-chloro-11-(1-methyl-4-piperidinyl)-11H-benzo[5,6]cyclohepta[1,2-b]pyridin-11-ol (4.26 g) in CH3OH (6 mL) at 0° C. under an argon atmosphere. Add slowly a cooled solution of 92% aqueous H2SO4 (54 mL). Allow the mixture to warm to room temperature for 35 minutes. Pour the solution onto ice, basify with aqueous NaOH (25%), and extract with methylene chloride (3×). Combine the organic portions, wash with brine and dry over sodium sulfate. Filter and concentrate in vacuo. Tritura... The reactants are ClC1=NC=C(C=2NC=3C=CC(=CC3C21)F)C#N (1-Chloro-8-fluoro-5H-pyrido[4,3-b]indole-4-carbonitrile), FC1=C(N)C(=CC(=C1)F)F (2,4,6-trifluoroaniline), CC(C)([O-])C.[Na+] (sodium tert-butoxide), COCCOC (DME). The solvent is C(C)(=O)OCC (ethyl acetate), O (water). Reaction conditions: temperature 85 celsius, time 20 hour. Product: FC1=CC=2C3=C(NC2C=C1)C(=CN=C3NC3=C(C=C(C=C3F)F)F)C#N (8-Fluoro-1-[(2,4,6-trifluorophenyl)amino]-5H-pyrido[4,3-b]indole-4-carbonitrile). As a reaction SMILES: Cl[C:2]1[C:14]2[C:13]3[CH:12]=[C:11]([F:15])[CH:10]=[CH:9][C:8]=3[NH:7][C:6]=2[C:5]([C:16]#[N:17])=[CH:4][N:3]=1.[F:18][C:19]1[CH:25]=[C:24]([F:26])[CH:23]=[C:22]([F:27])[C:20]=1[NH2:21].CC(C)([O-])C.[Na+].COCCOC>C(OCC)(=O)C.O>[F:15][C:11]1[CH:10]=[CH:9][C:8]2[NH:7][C:6]3[C:5]([C:16]#[N:17])=[CH:4][N:3]=[C:2]([NH:21][C:20]4[C:19]([F:18])=[CH:25][C:24]([F:26])=[CH:23][C:22]=4[F:27])[C:14]=3[C:13]=2[CH:12]=1 |f:2.3|. Procedure: 1-Chloro-8-fluoro-5H-pyrido[4,3-b]indole-4-carbonitrile (150 mg, 0.611 mmol), 2,4,6-trifluoroaniline (269 mg, 1.83 mmol), and sodium tert-butoxide (188 mg, 1.95 mmol) were placed in a reaction vessel which was placed under an argon atmosphere. DME (3.0 ml) was added. The vessel was sealed and the reaction was heated to 85° C. and stirred for 20 hrs. The resulting solution was cooled to ambient temperature, diluted with ethyl acetate and water. The aqueous layer was extracted with ethyl acetate t... Starting materials: CC(=O)OC(C)(C)C, COC(=O)c1cccc(-c2nc(C)sc2C)c1, [Li]. Yields the product Cc1nc(-c2cccc(C(=O)CC(=O)OC(C)(C)C)c2)c(C)s1. Reaction SMILES: [C:18]([CH3:19])(=[O:20])[O:21][C:22]([CH3:23])([CH3:24])[CH3:25].[CH3:1][O:2][C:3]([c:4]1[cH:5][c:6](-[c:10]2[n:11][c:12]([CH3:16])[s:13][c:14]2[CH3:15])[cH:7][cH:8][cH:9]1)=[O:17].[Li:26]>>[C:3]([c:4]1[cH:5][c:6](-[c:10]2[n:11][c:12]([CH3:16])[s:13][c:14]2[CH3:15])[cH:7][cH:8][cH:9]1)(=[O:17])[CH2:19][C:18](=[O:20])[O:21][C:22]([CH3:23])([CH3:24])[CH3:25]. Reactants: acid, S(O)(O)(=O)=O (Sulfuric acid), CO (methanol), C1(=CC=CC=C1)CC1=C(C(C(=O)O)=CC=C1)O (3-(phenylmethyl)salicylic acid). Yields the product C1(=CC=CC=C1)CC1=C(C(C(=O)OC)=CC=C1)O (Methyl 3-(phenylmethyl)salicylate). The yield is 46.0%. As a reaction SMILES: S(=O)(=O)(O)O.[C:6]1([CH2:12][C:13]2[CH:21]=[CH:20][CH:19]=[C:15]([C:16]([OH:18])=[O:17])[C:14]=2[OH:22])[CH:11]=[CH:10][CH:9]=[CH:8][CH:7]=1.[CH3:23]O>>[C:6]1([CH2:12][C:13]2[CH:21]=[CH:20][CH:19]=[C:15]([C:16]([O:18][CH3:23])=[O:17])[C:14]=2[OH:22])[CH:7]=[CH:8][CH:9]=[CH:10][CH:11]=1. Reported procedure: To a solution of the acid (0.47 g, 2.1 mmol) in dry methanol (40 ml) was added conc. Sulfuric acid (0.47 g) and the solution heated to reflux for 96 h. Upon cooling the the methanol was removed and the residue taken up in water (50 ml), and extracted with dichloromethane (3×30 ml). The combined extracts were dried (Na2SO4), and the solvent removed. The residue was eluted through a silica column using 5% ethyl acetate in petroleum spirit to yield a colorless oil (0.23 g, 46%). 1H-NMR (CDCl3, 300 ... Reactants: OC(CF)CF, O=C(c1cc([N+](=O)[O-])ccc1O)N1CCN(c2ccc(C(F)(F)F)cc2)CC1, c1ccc(P(c2ccccc2)c2ccccc2)cc1. Yields the product O=C(c1cc([N+](=O)[O-])ccc1OC(CF)CF)N1CCN(c2ccc(C(F)(F)F)cc2)CC1. As a reaction SMILES: [F:29][CH2:30][CH:31]([CH2:32][F:33])[OH:34].[OH:1][c:2]1[c:3]([C:11](=[O:12])[N:13]2[CH2:14][CH2:15][N:16]([c:19]3[cH:20][cH:21][c:22]([C:25]([F:26])([F:27])[F:28])[cH:23][cH:24]3)[CH2:17][CH2:18]2)[cH:4][c:5]([N+:8](=[O:9])[O-:10])[cH:6][cH:7]1.[c:35]1([P:36]([c:37]2[cH:38][cH:39][cH:40][cH:41][cH:42]2)[c:43]2[cH:44][cH:45][cH:46][cH:47][cH:48]2)[cH:49][cH:50][cH:51][cH:52][cH:53]1>>[O:1]([c:2]1[c:3]([C:11](=[O:12])[N:13]2[CH2:14][CH2:15][N:16]([c:19]3[cH:20][cH:21][c:22]([C:25]([F:26])([F:27])[F:28])[cH:23][cH:24]3)[CH2:17][CH2:18]2)[cH:4][c:5]([N+:8](=[O:9])[O-:10])[cH:6][cH:7]1)[CH:31]([CH2:30][F:29])[CH2:32][F:33].